From a dataset of the Open Reaction Database (ORD), a public repository of structured organic reaction records. describe an organic reaction: reactants, conditions, products, and yield Starting materials: P(Br)(Br)Br (phosphorus tribromide), ClC1=C(C(=NN1C1=CC=CC=C1)C(F)(F)F)CO ((5-chloro-1-phenyl-3-trifluoromethyl-1H-pyrazol-4-yl)-methanol), O (water). Run in C(C)OCC (diethyl ether). Reaction conditions: temperature -10 celsius, time 1 hour. The product is BrCC=1C(=NN(C1Cl)C1=CC=CC=C1)C(F)(F)F (4-bromomethyl-5-chloro-1-phenyl-3-trifluoromethyl-1H-pyrazole). Yield: 279.0%. Reaction SMILES: [Cl:1][C:2]1[N:6]([C:7]2[CH:12]=[CH:11][CH:10]=[CH:9][CH:8]=2)[N:5]=[C:4]([C:13]([F:16])([F:15])[F:14])[C:3]=1[CH2:17]O.P(Br)(Br)[Br:20].O>C(OCC)C>[Br:20][CH2:17][C:3]1[C:4]([C:13]([F:16])([F:15])[F:14])=[N:5][N:6]([C:7]2[CH:12]=[CH:11][CH:10]=[CH:9][CH:8]=2)[C:2]=1[Cl:1]. Procedure: A solution of 3.0 g (10.9 mmoles) of (5-chloro-1-phenyl-3-trifluoromethyl-1H-pyrazol-4-yl)-methanol dissolved in 60 ml of diethyl ether was cooled to −10° C. Thereto was added 1.0 g (3.8 mmoles) of phosphorus tribromide. The mixture was stirred at room temperature for 1 hour to give rise to a reaction. After the completion of the reaction, the reaction mixture was poured into water, followed by extraction with ethyl acetate. The resulting organic layer was washed with an aqueous sodium chloride ... The reactants are [BH3-]C#N, CC(N)C(=O)N1C(C(=O)O)CC2CCCCC21, [Na+], NC(=O)C(=O)CCc1ccccc1. Yields the product CC(NC(CCc1ccccc1)C(N)=O)C(=O)N1C(C(=O)O)CC2CCCCC21. Reaction SMILES: [C:31]([BH3-:32])#[N:33].[NH2:1][CH:2]([CH3:3])[C:4](=[O:5])[N:6]1[CH:7]([C:15](=[O:16])[OH:17])[CH2:8][CH:9]2[CH2:10][CH2:11][CH2:12][CH2:13][CH:14]12.[Na+:34].[O:18]=[C:19]([C:20](=[O:21])[NH2:22])[CH2:23][CH2:24][c:25]1[cH:26][cH:27][cH:28][cH:29][cH:30]1>>[NH:1]([CH:2]([CH3:3])[C:4](=[O:5])[N:6]1[CH:7]([C:15](=[O:16])[OH:17])[CH2:8][CH:9]2[CH2:10][CH2:11][CH2:12][CH2:13][CH:14]12)[CH:19]([C:20](=[O:21])[NH2:22])[CH2:23][CH2:24][c:25]1[cH:26][cH:27][cH:28][cH:29][cH:30]1. Reactants: NCCO, COc1ccccc1C=O, O=C1CNC(=O)N1, O. Product: COc1ccccc1C=C1NC(=O)NC1=O. RXN SMILES: [CH2:18]([CH2:19][NH2:20])[OH:21].[CH3:1][O:2][c:3]1[c:4]([CH:5]=[O:6])[cH:7][cH:8][cH:9][cH:10]1.[O:11]=[C:12]1[CH2:13][NH:14][C:15](=[O:16])[NH:17]1.[OH2:22]>>[CH3:1][O:2][c:3]1[c:4]([CH:5]=[C:13]2[C:12](=[O:11])[NH:17][C:15](=[O:16])[NH:14]2)[cH:7][cH:8][cH:9][cH:10]1. The reactants are COC(=O)C=1N(S(C2=C(C1C1=CC(=CC(=C1)OC)OC)C=CC=C2)(=O)=O)C2=C(C=CC=C2)C(F)(F)F (4-(3,5-dimethoxy-phenyl)-2-(2-trifluoromethyl-phenyl)-1,1-dioxo-1,2-dihydro-1λ6-benzo[e][1,2]thiazine-3-carboxylic acid methyl ester), O.[OH-].[Li+] (lithium hydroxide monohydrate). Solvent: CO (MeOH), O (water). The product is COC=1C=C(C=C(C1)OC)C1=C(N(S(C2=C1C=CC=C2)(=O)=O)C2=C(C=CC=C2)C(F)(F)F)C(=O)O (4-(3,5-Dimethoxy-phenyl)-2-(2-trifluoromethyl-phenyl)-1,1-dioxo-1,2-dihydro-1λ6-benzo[e][1,2]thiazine-3-carboxylic acid). Yield: 66.0%. RXN SMILES: C[O:2][C:3]([C:5]1[N:6]([C:27]2[CH:32]=[CH:31][CH:30]=[CH:29][C:28]=2[C:33]([F:36])([F:35])[F:34])[S:7](=[O:26])(=[O:25])[C:8]2[CH:24]=[CH:23][CH:22]=[CH:21][C:9]=2[C:10]=1[C:11]1[CH:16]=[C:15]([O:17][CH3:18])[CH:14]=[C:13]([O:19][CH3:20])[CH:12]=1)=[O:4].O.[OH-].[Li+]>CO.O>[CH3:18][O:17][C:15]1[CH:16]=[C:11]([C:10]2[C:9]3[CH:21]=[CH:22][CH:23]=[CH:24][C:8]=3[S:7](=[O:26])(=[O:25])[N:6]([C:27]3[CH:32]=[CH:31][CH:30]=[CH:29][C:28]=3[C:33]([F:36])([F:34])[F:35])[C:5]=2[C:3]([OH:4])=[O:2])[CH:12]=[C:13]([O:19][CH3:20])[CH:14]=1 |f:1.2.3|. Procedure: The solution of 4-(3,5-dimethoxy-phenyl)-2-(2-trifluoromethyl-phenyl)-1,1-dioxo-1,2-dihydro-1λ6-benzo[e][1,2]thiazine-3-carboxylic acid methyl ester (1.29 g, 2.5 mmol) and lithium hydroxide monohydrate (0.3 g 12.5 mmol) in 30 mL of MeOH and 15 mL water was refluxed for 2.5 hours and evaporated to an oil. The residue was dissolved in water, washed with ethyl ether, and the aqueous layer decanted. The aqueous layer was acidified to pH 1 with concentrated HCl and extracted into ethyl ether, washed ... Reactants: CC[SiH](CC)CC, CC#N, O=C(NCc1cccc(OCCCOc2ncn(C(c3ccccc3)(c3ccccc3)c3ccccc3)n2)c1)c1nc2ccccc2c(=O)[nH]1, O=C(O)C(F)(F)F. Yields the product O=C(NCc1cccc(OCCCOc2nc[nH]n2)c1)c1nc2ccccc2c(=O)[nH]1. RXN SMILES: [CH2:58]([SiH:59]([CH2:60][CH3:61])[CH2:62][CH3:63])[CH3:64].[CH3:65][C:66]#[N:67].[O:1]=[c:2]1[nH:3][c:4]([C:12](=[O:13])[NH:14][CH2:15][c:16]2[cH:17][c:18]([O:22][CH2:23][CH2:24][CH2:25][O:26][c:27]3[n:28][n:29]([C:32]([c:33]4[cH:34][cH:35][cH:36][cH:37][cH:38]4)([c:39]4[cH:40][cH:41][cH:42][cH:43][cH:44]4)[c:45]4[cH:46][cH:47][cH:48][cH:49][cH:50]4)[cH:30][n:31]3)[cH:19][cH:20][cH:21]2)[n:5][c:6]2[cH:7][cH:8][cH:9][cH:10][c:11]12.[OH:51][C:52]([C:53]([F:54])([F:55])[F:56])=[O:57]>>[O:1]=[c:2]1[nH:3][c:4]([C:12](=[O:13])[NH:14][CH2:15][c:16]2[cH:17][c:18]([O:22][CH2:23][CH2:24][CH2:25][O:26][c:27]3[n:28][nH:29][cH:30][n:31]3)[cH:19][cH:20][cH:21]2)[n:5][c:6]2[cH:7][cH:8][cH:9][cH:10][c:11]12.